Dataset: the Open Reaction Database (ORD), a public repository of structured organic reaction records. Task: describe an organic reaction: reactants, conditions, products, and yield Reactants: BrC=1C=C(C=CC1)C (3-bromotoluene), BrC(C(=O)O)C (2-bromopropionic acid), S(=O)(Cl)Cl (thionyl chloride), [Al+3].[Cl-].[Cl-].[Cl-] (AlCl3), BrC(C(=O)Cl)C (2-bromopropionyl chloride), [NH4+].[Cl-] (NH4Cl). Solvent: CN(C=O)C (N,N-dimethylformamide), ClC(C)Cl (dichloroethane). Reaction conditions: time 2 hour. Yields the product BrC(C(=O)C1=C(C=C(C=C1)Br)C)C (2-bromo-1-(4-bromo-2-methylphenyl)propan-1-one). RXN SMILES: [Al+3].[Cl-].[Cl-].[Cl-].[Br:5][CH:6]([CH3:10])[C:7](Cl)=[O:8].BrC(C)C(O)=O.S(Cl)(Cl)=O.[Br:21][C:22]1[CH:23]=[C:24]([CH3:28])[CH:25]=[CH:26][CH:27]=1.[NH4+].[Cl-]>ClC(Cl)C.CN(C)C=O>[Br:5][CH:6]([CH3:10])[C:7]([C:25]1[CH:26]=[CH:27][C:22]([Br:21])=[CH:23][C:24]=1[CH3:28])=[O:8] |f:0.1.2.3,8.9|. Procedure: To a suspension of AlCl3 (20.4 g, 153 mmol) in dichloroethane (150 mL, DCE) was added 2-bromopropionyl chloride, freshly prepared from 2-bromopropionic acid (23.4 g, 153 mmol), excess thionyl chloride, and catalytic N,N-dimethylformamide, at 25° C. To the resulting mixture was added 3-bromotoluene (20.2 g, 118 mmol) at 17° C., and the dark solution was stirred at room temperature for 2 h. The reaction was cooled to 0° C. and satd aq NH4Cl was slowly added. The phases were separated and the organ... The reactants are NC1=CC(NC(N1CCC)=O)=O (6-Amino-1-propyluracil), BrCC(=O)OCC (ethyl bromoacetate), [H-].[Na+] (sodium hydride), [H][H] (hydrogen). The solvent is O (water). Conditions: temperature 40 celsius. The product is NC1=CC(N(C(N1CCC)=O)CC(=O)OCC)=O (6-Amino-3-carboethoxymethyl-1-propyluracil). As a reaction SMILES: [NH2:1][C:2]1[N:7]([CH2:8][CH2:9][CH3:10])[C:6](=[O:11])[NH:5][C:4](=[O:12])[CH:3]=1.[H-].[Na+].[H][H].Br[CH2:18][C:19]([O:21][CH2:22][CH3:23])=[O:20]>O>[NH2:1][C:2]1[N:7]([CH2:8][CH2:9][CH3:10])[C:6](=[O:11])[N:5]([CH2:18][C:19]([O:21][CH2:22][CH3:23])=[O:20])[C:4](=[O:12])[CH:3]=1 |f:1.2|. Procedure: 6-Amino-1-propyluracil (10 g, 59.1 mmol) was dissolved by warming gently in 60 mL of dimethylsufoxide. 2.0 g (66 mmol) of an 80% dispersion of sodium hydride in mineral oil was added in portions to the solution while stirring under argon. After the evolution of hydrogen ceased, the mixture was heated to 40° C. until a solution resulted. To this solution at 25° C. was added ethyl bromoacetate (7.1 mL, 62 mmol), with the mixture maintained under argon at room temperature for 44 hours. The mixture ...